Dataset: the Open Reaction Database (ORD), a public repository of structured organic reaction records. Task: describe an organic reaction: reactants, conditions, products, and yield Starting materials: CC1Cc2cccc(Nc3ccc4c(N)cccc4n3)c2O1, CN(C)S(=O)(=O)Cl. Product: CC1Cc2cccc(Nc3ccc4c(NS(=O)(=O)N(C)C)cccc4n3)c2O1. RXN SMILES: [CH3:1][CH:2]1[O:3][c:4]2[c:5]([cH:7][cH:8][cH:9][c:10]2[NH:11][c:12]2[n:13][c:14]3[cH:15][cH:16][cH:17][c:18]([NH2:22])[c:19]3[cH:20][cH:21]2)[CH2:6]1.[CH3:23][N:24]([S:25](=[O:26])(=[O:27])[Cl:28])[CH3:29]>>[CH3:1][CH:2]1[O:3][c:4]2[c:5]([cH:7][cH:8][cH:9][c:10]2[NH:11][c:12]2[n:13][c:14]3[cH:15][cH:16][cH:17][c:18]([NH:22][S:25]([N:24]([CH3:23])[CH3:29])(=[O:26])=[O:27])[c:19]3[cH:20][cH:21]2)[CH2:6]1. Product: COC(=O)CN(CCC(=O)OC(C)(C)C)c1ccc(Cl)c(Cl)c1. Reaction SMILES: [Br:19][CH2:20][C:21](=[O:22])[O:23][CH3:24].[C:1]([CH3:2])([CH3:3])([CH3:4])[O:5][C:6]([CH2:7][CH2:8][NH:9][c:10]1[cH:11][c:12]([Cl:17])[c:13]([Cl:16])[cH:14][cH:15]1)=[O:18].[CH3:33][C:34]#[N:35].[n:25]1[c:26]([CH3:27])[cH:28][cH:29][cH:30][c:31]1[CH3:32]>>[C:1]([CH3:2])([CH3:3])([CH3:4])[O:5][C:6]([CH2:7][CH2:8][N:9]([c:10]1[cH:11][c:12]([Cl:17])[c:13]([Cl:16])[cH:14][cH:15]1)[CH2:20][C:21](=[O:22])[O:23][CH3:24])=[O:18]. Reactants: COC(=O)CBr, CC(C)(C)OC(=O)CCNc1ccc(Cl)c(Cl)c1, CC#N, Cc1cccc(C)n1.